From a dataset of the Open Reaction Database (ORD), a public repository of structured organic reaction records. describe an organic reaction: reactants, conditions, products, and yield Starting materials: C(=O)N[C@H]1[C@@H]2N(C(=C(CS2)\C=C\C[N+](C)(CC)CC(N)=O)C(=O)OCC2=CC=C(C=C2)OC)C1=O.[I-] (p-Methoxybenzyl 7β-Formamido-3-[(E)-3-(Carbamoylmethylethylmethylammonio)-1-Propenyl]-3-Cephem-4-carboxylate·iodide), FC(C(=O)O)(F)F (trifluoroacetic acid). The solvent is C1(=CC=CC=C1)OC (anisole). Yields the product FC(C(=O)[O-])(F)F.C(=O)N[C@H]1[C@@H]2N(C(=C(CS2)\C=C\C[N+](C)(CC)CC(N)=O)C(=O)O)C1=O (7β-Formamido-3-[(E)-3-(Carbamoylmethylethylmethylammonio)-1-Propenyl]-3-Cephem-4-Carboxylate trifluoroacetate). RXN SMILES: [CH:1]([NH:3][C@@H:4]1[C:34](=[O:35])[N:6]2[C:7]([C:22]([O:24]CC3C=CC(OC)=CC=3)=[O:23])=[C:8](/[CH:11]=[CH:12]/[CH2:13][N+:14]([CH2:18][C:19](=[O:21])[NH2:20])([CH2:16][CH3:17])[CH3:15])[CH2:9][S:10][C@H:5]12)=[O:2].[I-].[F:37][C:38]([F:43])([F:42])[C:39]([OH:41])=[O:40]>C1(OC)C=CC=CC=1>[F:37][C:38]([F:43])([F:42])[C:39]([O-:41])=[O:40].[CH:1]([NH:3][C@@H:4]1[C:34](=[O:35])[N:6]2[C:7]([C:22]([OH:24])=[O:23])=[C:8](/[CH:11]=[CH:12]/[CH2:13][N+:14]([CH2:18][C:19](=[O:21])[NH2:20])([CH2:16][CH3:17])[CH3:15])[CH2:9][S:10][C@H:5]12)=[O:2] |f:0.1,4.5|. Procedure details: In a similar manner as in Example 5, the compound (3.4 g) of Example 25 was suspended in anisole (20 ml), followed by an addition of trifluoroacetic acid (23 ml) to obtain the target compound (2.04 g). Starting materials: [BH-](OC(=O)C)(OC(=O)C)OC(=O)C.[Na+] (NaBH(OAc)3), BrC1=CC(=C(N)C=C1)[N+](=O)[O-] (4-bromo-2-nitroaniline), CSC=1SC2=C(N1)C=CC(=C2)C=O (2-(methylthio)benzo[d]thiazole-6-carbaldehyde). Run in C(=O)(C(F)(F)F)O (TFA), C(Cl)Cl (CH2Cl2). Run at time 10 minute. Yields the product BrC1=CC(=C(NCC2=CC3=C(N=C(S3)SC)C=C2)C=C1)[N+](=O)[O-] (4-bromo-N-((2-(methylthio)benzo[d]thiazol-6-yl)methyl)-2-nitroaniline). Yield: 76.2%. Reaction SMILES: [Br:1][C:2]1[CH:8]=[CH:7][C:5]([NH2:6])=[C:4]([N+:9]([O-:11])=[O:10])[CH:3]=1.[BH-](OC(C)=O)(OC(C)=O)OC(C)=O.[Na+].[CH3:26][S:27][C:28]1[S:29][C:30]2[CH:36]=[C:35]([CH:37]=O)[CH:34]=[CH:33][C:31]=2[N:32]=1>C(O)(C(F)(F)F)=O.C(Cl)Cl>[Br:1][C:2]1[CH:8]=[CH:7][C:5]([NH:6][CH2:37][C:35]2[CH:34]=[CH:33][C:31]3[N:32]=[C:28]([S:27][CH3:26])[S:29][C:30]=3[CH:36]=2)=[C:4]([N+:9]([O-:11])=[O:10])[CH:3]=1 |f:1.2|. Reported procedure: To a stirred mixture of 4-bromo-2-nitroaniline (694 mg, 3.2 mmol) in TFA (5 mL) at −15° C. under argon was added NaBH(OAc)3 (1.1 g, 5.3 mmol) portionwise. The mixture was stirred for 10 min. To the stirred mixture was added dropwise 2-(methylthio)benzo[d]thiazole-6-carbaldehyde (735 mg, 3.5 mmol) from Step 1 of this Example in CH2Cl2 (3 mL). The mixture was stirred for 1 h and then concentrated under reduced pressure. The residue was purified by silica gel flash chromatography eluting with a gra... The reactants are O=C1SC(C(N1)=O)=CC1=CC=C(C=C1)C1=CC(=CC=C1)C(=O)O (4′-(2,4-dioxo-thiazolidin-5-ylidenemethyl)biphenyl-3-carboxylic acid), ON1N=NC2=C1C=CC=C2 (1-hydroxybenzotriazole), C(C1=CC=CC=C1)N (benzylamine), Cl.CN(CCCN=C=NCC)C (1-(3-dimethylaminopropyl)-3-ethyl-carbodiimide hydrochloride). Run in CN(C=O)C (dimethylformamide), O (water). Reaction conditions: time 24 hour. Yields the product C(C1=CC=CC=C1)NC(=O)C=1C=C(C=CC1)C1=CC=C(C=C1)C=C1C(NC(S1)=O)=O (N-Benzyl-4′-(2,4-dioxothiazolidin-5-ylidene-methyl)biphenyl-3-carboxamide). The yield is 60.3%. RXN SMILES: [O:1]=[C:2]1[NH:6][C:5](=[O:7])[C:4](=[CH:8][C:9]2[CH:14]=[CH:13][C:12]([C:15]3[CH:20]=[CH:19][CH:18]=[C:17]([C:21]([OH:23])=O)[CH:16]=3)=[CH:11][CH:10]=2)[S:3]1.ON1C2C=CC=CC=2N=N1.[CH2:34]([NH2:41])[C:35]1[CH:40]=[CH:39][CH:38]=[CH:37][CH:36]=1.Cl.CN(C)CCCN=C=NCC>O.CN(C)C=O>[CH2:34]([NH:41][C:21]([C:17]1[CH:16]=[C:15]([C:12]2[CH:11]=[CH:10][C:9]([CH:8]=[C:4]3[S:3][C:2](=[O:1])[NH:6][C:5]3=[O:7])=[CH:14][CH:13]=2)[CH:20]=[CH:19][CH:18]=1)=[O:23])[C:35]1[CH:40]=[CH:39][CH:38]=[CH:37][CH:36]=1 |f:3.4|. Procedure: 600 mg (1.84 mmol) of 4′-(2,4-dioxo-thiazolidin-5-ylidenemethyl)biphenyl-3-carboxylic acid (prepared in Example 23(c)), 5 ml of dimethylformamide, 340 mg (2.5 mmol) of 1-hydroxybenzotriazole and 250 μl (2.3 mmol) of benzylamine are introduced into a three-necked flask under a stream of nitrogen. At 0° C., 480 mg (2.5 mmol) of 1-(3-dimethylaminopropyl)-3-ethyl-carbodiimide hydrochloride are added portionwise. The mixture is stirred for 24 hours while allowing the temperature to rise. The reaction... Starting materials: CCCC[N+](CCCC)(CCCC)CCCC, Cc1ccccc1, [F-], COc1ccc(C2(CSC(C(=O)N3C(=O)OCC3c3ccccc3)C(Nc3ccc(F)cc3)c3ccc(OCC(=O)OC(C)(C)C)cc3)OCC(C)(C)CO2)cc1. Yields the product COc1ccc(C2(CSC3C(=O)N(c4ccc(F)cc4)C3c3ccc(OCC(=O)OC(C)(C)C)cc3)OCC(C)(C)CO2)cc1. Reaction SMILES: [CH3:59][CH2:60][CH2:61][CH2:62][N+:63]([CH2:64][CH2:65][CH2:66][CH3:67])([CH2:68][CH2:69][CH2:70][CH3:71])[CH2:72][CH2:73][CH2:74][CH3:75].[CH3:76][c:77]1[cH:78][cH:79][cH:80][cH:81][cH:82]1.[F-:58].[F:1][c:2]1[cH:3][cH:4][c:5]([NH:8][CH:9]([CH:10]([C:11]([N:12]2[CH:13]([c:14]3[cH:15][cH:16][cH:17][cH:18][cH:19]3)[CH2:20][O:21][C:22]2=[O:23])=[O:24])[S:25][CH2:26][C:27]2([c:35]3[cH:36][cH:37][c:38]([O:41][CH3:42])[cH:39][cH:40]3)[O:28][CH2:29][C:30]([CH3:33])([CH3:34])[CH2:31][O:32]2)[c:43]2[cH:44][cH:45][c:46]([O:47][CH2:48][C:49](=[O:50])[O:51][C:52]([CH3:53])([CH3:54])[CH3:55])[cH:56][cH:57]2)[cH:6][cH:7]1>>[F:1][c:2]1[cH:3][cH:4][c:5]([N:8]2[CH:9]([c:43]3[cH:44][cH:45][c:46]([O:47][CH2:48][C:49](=[O:50])[O:51][C:52]([CH3:53])([CH3:54])[CH3:55])[cH:56][cH:57]3)[CH:10]([S:25][CH2:26][C:27]3([c:35]4[cH:36][cH:37][c:38]([O:41][CH3:42])[cH:39][cH:40]4)[O:28][CH2:29][C:30]([CH3:33])([CH3:34])[CH2:31][O:32]3)[C:11]2=[O:24])[cH:6][cH:7]1. Starting materials: BrCc1ccccc1, O=C([O-])[O-], CN(C)C=O, COC(=O)c1cc(=O)c2c(Cl)cc(Cl)cc2[nH]1, [K+], [K+], O. The product is COC(=O)c1cc(OCc2ccccc2)c2c(Cl)cc(Cl)cc2n1. RXN SMILES: [Br:24][CH2:25][c:26]1[cH:27][cH:28][cH:29][cH:30][cH:31]1.[C:18](=[O:19])([O-:20])[O-:21].[CH3:33][N:34]([CH3:35])[CH:36]=[O:37].[Cl:1][c:2]1[c:3]2[c:4](=[O:17])[cH:5][c:6]([C:13](=[O:14])[O:15][CH3:16])[nH:7][c:8]2[cH:9][c:10]([Cl:12])[cH:11]1.[K+:22].[K+:23].[OH2:32]>>[Cl:1][c:2]1[c:3]2[c:4]([O:17][CH2:25][c:26]3[cH:27][cH:28][cH:29][cH:30][cH:31]3)[cH:5][c:6]([C:13](=[O:14])[O:15][CH3:16])[n:7][c:8]2[cH:9][c:10]([Cl:12])[cH:11]1. Starting materials: CCO, Cl, CCOC(=O)c1cc2c(OC)ccc(F)c2[nH]1, [K+], [OH-]. The product is COc1ccc(F)c2[nH]c(C(=O)O)cc12. RXN SMILES: [CH3:21][CH2:22][OH:23].[ClH:20].[F:1][c:2]1[cH:3][cH:4][c:5]([O:16][CH3:17])[c:6]2[cH:7][c:8]([C:11](=[O:12])[O:13][CH2:14][CH3:15])[nH:9][c:10]12.[K+:19].[OH-:18]>>[F:1][c:2]1[cH:3][cH:4][c:5]([O:16][CH3:17])[c:6]2[cH:7][c:8]([C:11](=[O:12])[OH:13])[nH:9][c:10]12. Reported procedure: (2E)-4-(1-(tert-Butoxycarbonylamino)cyclobutyl)but-2-enoic acid was synthesized starting with (1-(tert-butoxycarbonylamino)cyclobutyl)acetic acid analogously to the synthesis of (2E)-5-(tert-butoxycarbonylamino)-5-methylhex-2-enoic acid starting with of 3-tert-butoxycarbonylamino-3-methylbutanoic acid. Reaction SMILES: [C:1]([O:5][C:6]([NH:8][C:9]1([CH2:13][C:14](O)=O)[CH2:12][CH2:11][CH2:10]1)=[O:7])([CH3:4])([CH3:3])[CH3:2].C(OC(NC(C)(C)[CH2:26][C:27]([OH:29])=[O:28])=O)(C)(C)C>>[C:1]([O:5][C:6]([NH:8][C:9]1([CH2:13]/[CH:14]=[CH:26]/[C:27]([OH:29])=[O:28])[CH2:10][CH2:11][CH2:12]1)=[O:7])([CH3:2])([CH3:3])[CH3:4]. Starting materials: C(C)(C)(C)OC(=O)NC1(CCC1)CC(=O)O ((1-(tert-butoxycarbonylamino)cyclobutyl)acetic acid), C(C)(C)(C)OC(=O)NC(CC(=O)O)(C)C (3-tert-butoxycarbonylamino-3-methylbutanoic acid). The product is C(C)(C)(C)OC(=O)NC1(CCC1)C/C=C/C(=O)O ((2E)-4-(1-(tert-Butoxycarbonylamino)cyclobutyl)but-2-enoic acid). Reported procedure: To a solution of N-(3-(5-bromo-7-((2-(trimethylsilyl)ethoxy)methyl)-7H-pyrrolo[2,3-d]pyrimidin-4-yl)phenyl)methacrylamide (249 mg, 0.51 mmol) in toluene (10 mL) under nitrogen, was added 2-(tributylstannyl)-1,3-oxazole (548 mg, 1.53 mmol), Pd2(dba)3 (93 mg, 0.10 mmol), and X-Phos (95 mg, 0.20 mmol). The resulting solution was stirred overnight at 60° C. and then concentrated in vacuo, and the resulting crude reaction was extracted with ethyl acetate (×3). The combined organic layers were washed ... Reactants: BrC1=CN(C=2N=CN=C(C21)C=2C=C(C=CC2)NC(C(=C)C)=O)COCC[Si](C)(C)C (N-(3-(5-bromo-7-((2-(trimethylsilyl)ethoxy)methyl)-7H-pyrrolo[2,3-d]pyrimidin-4-yl)phenyl)methacrylamide), C(CCC)[Sn](C=1OC=CN1)(CCCC)CCCC (2-(tributylstannyl)-1,3-oxazole), CC(C)C1=CC(=C(C(=C1)C(C)C)C2=C(C=CC=C2)P(C3CCCCC3)C4CCCCC4)C(C)C (X-Phos). Reaction SMILES: Br[C:2]1[C:10]2[C:9]([C:11]3[CH:12]=[C:13]([NH:17][C:18](=[O:22])[C:19]([CH3:21])=[CH2:20])[CH:14]=[CH:15][CH:16]=3)=[N:8][CH:7]=[N:6][C:5]=2[N:4]([CH2:23][O:24][CH2:25][CH2:26][Si:27]([CH3:30])([CH3:29])[CH3:28])[CH:3]=1.C([Sn](CCCC)(CCCC)[C:36]1[O:37][CH:38]=[CH:39][N:40]=1)CCC.CC(C1C=C(C(C)C)C(C2C=CC=CC=2P(C2CCCCC2)C2CCCCC2)=C(C(C)C)C=1)C>C1(C)C=CC=CC=1.C1C=CC(/C=C/C(/C=C/C2C=CC=CC=2)=O)=CC=1.C1C=CC(/C=C/C(/C=C/C2C=CC=CC=2)=O)=CC=1.C1C=CC(/C=C/C(/C=C/C2C=CC=CC=2)=O)=CC=1.[Pd].[Pd]>[O:37]1[CH:38]=[CH:39][N:40]=[C:36]1[C:2]1[C:10]2[C:9]([C:11]3[CH:12]=[C:13]([NH:17][C:18](=[O:22])[C:19]([CH3:21])=[CH2:20])[CH:14]=[CH:15][CH:16]=3)=[N:8][CH:7]=[N:6][C:5]=2[N:4]([CH2:23][O:24][CH2:25][CH2:26][Si:27]([CH3:28])([CH3:29])[CH3:30])[CH:3]=1 |f:4.5.6.7.8|. Run in C1(=CC=CC=C1)C (toluene). Reagents/catalysts: C=1C=CC(=CC1)/C=C/C(=O)/C=C/C2=CC=CC=C2.C=1C=CC(=CC1)/C=C/C(=O)/C=C/C2=CC=CC=C2.C=1C=CC(=CC1)/C=C/C(=O)/C=C/C2=CC=CC=C2.[Pd].[Pd] (Pd2(dba)3). Reaction conditions: temperature 60 celsius, time 8 hour. The product is O1C(=NC=C1)C1=CN(C=2N=CN=C(C21)C=2C=C(C=CC2)NC(C(=C)C)=O)COCC[Si](C)(C)C (N-(3-(5-(oxazol-2-yl)-7-((2-(trimethylsilyl)ethoxy)methyl)-7H-pyrrolo[2,3-d]pyrimidin-4-yl)phenyl)methacrylamide). Starting materials: Fc1cc2c(Nc3cccc(Br)c3)ncnc2cn1, CN, CCO. The product is CNc1cc2c(Nc3cccc(Br)c3)ncnc2cn1. As a reaction SMILES: [Br:1][c:2]1[cH:3][c:4]([NH:5][c:6]2[c:7]3[c:8]([n:9][cH:10][n:11]2)[cH:12][n:13][c:14]([F:16])[cH:15]3)[cH:17][cH:18][cH:19]1.[CH3:20][NH2:21].[CH3:22][CH2:23][OH:24]>>[Br:1][c:2]1[cH:3][c:4]([NH:5][c:6]2[c:7]3[c:8]([n:9][cH:10][n:11]2)[cH:12][n:13][c:14]([NH:21][CH3:20])[cH:15]3)[cH:17][cH:18][cH:19]1.